describe an organic reaction: reactants, conditions, products, and yield From a dataset of the Open Reaction Database (ORD), a public repository of structured organic reaction records. The product is CC1([C@@H]([C@@H]1\C=C/C(OCC(F)F)=O)C(=O)O[C@@H](C1=CC(=CC=C1)OC1=CC=CC=C1)C#C)C ((R)α-ethynyl-3-phenoxy-benzyl (1R,cis) 2,2-dimethyl-3-[(Z) 3-oxo-3-(2,2-difluoroethoxy)-1-propenyl]-cyclopropane-carboxylate). The solvent is C(Cl)(Cl)Cl (CHCl3). The reactants are CC1([C@@H]([C@@H]1\C=C/C(OCC(F)F)=O)C(=O)O)C ((1R,cis) 2,2-dimethyl-3-[(Z) 3-oxo-3-(2,2-difluoroethoxy)1-propenyl]-cyclopropane-carboxylic acid), C(#C)C(C1=CC(=CC=C1)OC1=CC=CC=C1)O (α-ethynyl-3-phenoxy-benzyl alcohol). Procedure: Using the procedure of Step F of Example 9, (1R,cis) 2,2-dimethyl-3-[(Z) 3-oxo-3-(2,2-difluoroethoxy)1-propenyl]-cyclopropane-carboxylic acid and α-ethynyl-3-phenoxy-benzyl alcohol were reacted to obtain (R)α-ethynyl-3-phenoxy-benzyl (1R,cis) 2,2-dimethyl-3-[(Z) 3-oxo-3-(2,2-difluoroethoxy)-1-propenyl]-cyclopropane-carboxylate with a specific rotation of [α]D20 =+47°±1.5° (c=1% in CHCl3). Reaction SMILES: [CH3:1][C:2]1([CH3:17])[C@@H:4](/[CH:5]=[CH:6]\[C:7](=[O:13])[O:8][CH2:9][CH:10]([F:12])[F:11])[C@H:3]1[C:14]([OH:16])=[O:15].[C:18]([CH:20](O)[C:21]1[CH:26]=[CH:25][CH:24]=[C:23]([O:27][C:28]2[CH:33]=[CH:32][CH:31]=[CH:30][CH:29]=2)[CH:22]=1)#[CH:19]>C(Cl)(Cl)Cl>[CH3:1][C:2]1([CH3:17])[C@@H:4](/[CH:5]=[CH:6]\[C:7](=[O:13])[O:8][CH2:9][CH:10]([F:11])[F:12])[C@H:3]1[C:14]([O:16][C@H:20]([C:18]#[CH:19])[C:21]1[CH:26]=[CH:25][CH:24]=[C:23]([O:27][C:28]2[CH:33]=[CH:32][CH:31]=[CH:30][CH:29]=2)[CH:22]=1)=[O:15]. Reactants: CC(C)(C)C(=O)Nc1nc(CCl)cs1, O=C([O-])O, CN(C)C=O, [I-], c1ccc2c(C3CCNCC3)c[nH]c2c1, [Na+], [Na+]. Product: CC(C)(C)C(=O)Nc1nc(CN2CCC(c3c[nH]c4ccccc34)CC2)cs1. RXN SMILES: [C:1]([C:2]([CH3:3])([CH3:4])[CH3:5])(=[O:6])[NH:7][c:8]1[s:9][cH:10][c:11]([CH2:13][Cl:14])[n:12]1.[C:30](=[O:31])([O-:32])[OH:33].[CH3:37][N:38]([CH3:39])[CH:40]=[O:41].[I-:36].[NH:15]1[CH2:16][CH2:17][CH:18]([c:21]2[cH:22][nH:23][c:24]3[cH:25][cH:26][cH:27][cH:28][c:29]23)[CH2:19][CH2:20]1.[Na+:34].[Na+:35]>>[C:1]([C:2]([CH3:3])([CH3:4])[CH3:5])(=[O:6])[NH:7][c:8]1[s:9][cH:10][c:11]([CH2:13][N:15]2[CH2:16][CH2:17][CH:18]([c:21]3[cH:22][nH:23][c:24]4[cH:25][cH:26][cH:27][cH:28][c:29]34)[CH2:19][CH2:20]2)[n:12]1. The reactants are N,N′-thiocarbonyl-di-1,2,4-triazole, ClC=1C=CC(=C(C1)NCCCNC(C)C)C (N′-(5-Chloro-2-methyl-phenyl)-N-isopropyl-propane-1,3-diamine), O.C1(=CC=C(C=C1)S(=O)(=O)O)C (Para-toluenesulfonic acid monohydrate). The solvent is O1CCOCC1 (dioxane). Conditions: time 2 hour. Product: ClC=1C=CC(=C(C1)N1C(N(CCC1)C(C)C)=S)C (1-(5-Chloro-2-methyl-phenyl)-3-isopropyl-3,4,5,6-tetrahydro-pyrimidine-2(1H)-thione). Isolated yield 76.4%. RXN SMILES: [Cl:1][C:2]1[CH:3]=[CH:4][C:5]([CH3:16])=[C:6]([NH:8][CH2:9][CH2:10][CH2:11][NH:12][CH:13]([CH3:15])[CH3:14])[CH:7]=1.O.C1(C)C=C[C:21]([S:24](O)(=O)=O)=CC=1>O1CCOCC1>[Cl:1][C:2]1[CH:3]=[CH:4][C:5]([CH3:16])=[C:6]([N:8]2[CH2:9][CH2:10][CH2:11][N:12]([CH:13]([CH3:14])[CH3:15])[C:21]2=[S:24])[CH:7]=1 |f:1.2|. Procedure details: To a suspension of the diamine of Step C (6.47 g) in dioxane (100 mL) was added N,N′-thiocarbonyl-di-1,2,4-triazole (4.85 g) and the mixture was stirred at room temperature for 2 hours. Para-toluenesulfonic acid monohydrate (7.07 g) was added and the reaction mixture was heated at reflux under nitrogen until the reaction was complete by TLC (31 hours). Upon cooling the mixture was evaporated to dryness. The solid residue was redissolved in ethyl acetate, the solution was washed with water and br...